Dataset: the Open Reaction Database (ORD), a public repository of structured organic reaction records. Task: describe an organic reaction: reactants, conditions, products, and yield Reactants: OC1(c2ccc3ccccc3c2)CC2CCC(C1)N2Cc1ccccc1, CO, CO, O=C[O-], ClC(Cl)Cl, [NH4+]. Yields the product OC1(c2ccc3ccccc3c2)CC2CCC(C1)N2. As a reaction SMILES: [CH2:1]([c:2]1[cH:3][cH:4][cH:5][cH:6][cH:7]1)[N:8]1[CH:9]2[CH2:10][C:11]([OH:16])([c:17]3[cH:18][c:19]4[cH:20][cH:21][cH:22][cH:23][c:24]4[cH:25][cH:26]3)[CH2:12][CH:13]1[CH2:14][CH2:15]2.[CH3:31][OH:32].[CH3:37][OH:38].[CH:27]([O-:28])=[O:29].[Cl:33][CH:34]([Cl:35])[Cl:36].[NH4+:30]>>[NH:8]1[CH:9]2[CH2:10][C:11]([OH:16])([c:17]3[cH:18][c:19]4[cH:20][cH:21][cH:22][cH:23][c:24]4[cH:25][cH:26]3)[CH2:12][CH:13]1[CH2:14][CH2:15]2. Procedure: To a cooled concentrated sulfuric acid (10 ml) was added portionwise 5-amino-1-(2,4,6-trichlorophenyl)-1H-pyrazole-4-carbonitrile (4.000 g, 13.9 mmol) over a period of 45 minutes. The reaction mixture was allowed to stir at room temperature for 1 hour after addition. The mixture was poured over ice with stirring and the solution was neutralized with 15% NaOH in ice-bath. Precipitate formed and was filtered to give 3.57 g of yellow solid. 1H NMR (CDCl3): 5.3(brs,2H), 5.6(brs,2H), 7.5(s,2H), 7.7(s... Solvent: S(O)(O)(=O)=O (sulfuric acid). Starting materials: NC1=C(C=NN1C1=C(C=C(C=C1Cl)Cl)Cl)C#N (5-amino-1-(2,4,6-trichlorophenyl)-1H-pyrazole-4-carbonitrile), [OH-].[Na+] (NaOH). As a reaction SMILES: [NH2:1][C:2]1[N:6]([C:7]2[C:12]([Cl:13])=[CH:11][C:10]([Cl:14])=[CH:9][C:8]=2[Cl:15])[N:5]=[CH:4][C:3]=1[C:16]#[N:17].[OH-:18].[Na+]>S(=O)(=O)(O)O>[NH2:1][C:2]1[N:6]([C:7]2[C:8]([Cl:15])=[CH:9][C:10]([Cl:14])=[CH:11][C:12]=2[Cl:13])[N:5]=[CH:4][C:3]=1[C:16]([NH2:17])=[O:18] |f:1.2|. Reaction conditions: time 1 hour. The product is NC1=C(C=NN1C1=C(C=C(C=C1Cl)Cl)Cl)C(=O)N (5Amino-1-(2,4,6-trichlorophenyl)-1H-pyrazole-4-carboxamide).